Dataset: the Open Reaction Database (ORD), a public repository of structured organic reaction records. Task: describe an organic reaction: reactants, conditions, products, and yield Starting materials: ClCC(=C)C (3-chloro-2-methyl-propene), C1(=CC=CC=C1)S(=O)[O-].[Na+] (sodium benzenesulfinate). Solvent: CO (methanol). Product: CC(CS(=O)(=O)C1=CC=CC=C1)=C ((2-methyl-prop-2-ene-1-sulfonyl)-benzene). Yield: 98128.3%. RXN SMILES: Cl[CH2:2][C:3]([CH3:5])=[CH2:4].[C:6]1([S:12]([O-:14])=[O:13])[CH:11]=[CH:10][CH:9]=[CH:8][CH:7]=1.[Na+]>CO>[CH3:5][C:3](=[CH2:4])[CH2:2][S:12]([C:6]1[CH:11]=[CH:10][CH:9]=[CH:8][CH:7]=1)(=[O:14])=[O:13] |f:1.2|. Procedure details: A solution of 3-chloro-2-methyl-propene (80 ml, 0.81 mmol) in dry methanol (450 ml) was stirred at room temperature during the addition of sodium benzenesulfinate (200 g, 1.22 mmol). The resulting suspension was refluxed for 20 hours, cooled to room temperature and concentrated in vacuo. The residue was poured onto water (600 ml) and the resulting solid filtered, washed three times with water (200 ml) and dried under vacuum for two days to give (2-methyl-prop-2-ene-1-sulfonyl)-benzene (156 g, 99...